Task: describe an organic reaction: reactants, conditions, products, and yield. Dataset: the Open Reaction Database (ORD), a public repository of structured organic reaction records The reactants are CC(C)(C)N(C(=O)[O-])c1cccc(Oc2ccc3nc(NC(=O)C4CC4)nn3c2)c1, COc1ccccc1, O=C(O)C(F)(F)F. Yields the product Nc1cccc(Oc2ccc3nc(NC(=O)C4CC4)nn3c2)c1. As a reaction SMILES: [C:1]([N:5]([C:2](=[O:3])[O-:4])[c:9]1[cH:10][c:11]([O:15][c:16]2[cH:17][cH:18][c:19]3[n:20]([cH:21]2)[n:22][c:23]([NH:25][C:26](=[O:27])[CH:28]2[CH2:29][CH2:30]2)[n:24]3)[cH:12][cH:13][cH:14]1)([CH3:6])([CH3:7])[CH3:8].[CH3:31][O:32][c:33]1[cH:34][cH:35][cH:36][cH:37][cH:38]1.[OH:39][C:40]([C:41]([F:42])([F:43])[F:44])=[O:45]>>[NH2:5][c:9]1[cH:10][c:11]([O:15][c:16]2[cH:17][cH:18][c:19]3[n:20]([cH:21]2)[n:22][c:23]([NH:25][C:26](=[O:27])[CH:28]2[CH2:29][CH2:30]2)[n:24]3)[cH:12][cH:13][cH:14]1. Starting materials: C(C)(C)(C)OC(=O)N1[C@@H](CCC1)C(=O)N1CCCC1 ((S)-2-(Pyrrolidin-1-ylcarbonyl)pyrrolidine-1-carboxylic acid tert-butyl ester). The solvent is ClCCl (dichloromethane). Run at time 50 minute. Yields the product N1(CCCC1)C(=O)[C@H]1NCCC1 ((pyrrolidin-1-yl)-((S)-pyrrolidin-2-yl)methanone). The yield is 132.1%. RXN SMILES: C(OC([N:8]1[CH2:12][CH2:11][CH2:10][C@H:9]1[C:13]([N:15]1[CH2:19][CH2:18][CH2:17][CH2:16]1)=[O:14])=O)(C)(C)C>ClCCl>[N:15]1([C:13]([C@@H:9]2[CH2:10][CH2:11][CH2:12][NH:8]2)=[O:14])[CH2:16][CH2:17][CH2:18][CH2:19]1. Procedure: (S)-2-(Pyrrolidin-1-ylcarbonyl)pyrrolidine-1-carboxylic acid tert-butyl ester (5.90 g, 22 mmol) was dissolved in dichloromethane (50 ml) Trifluoroacetic acid (30 ml) was added. The reaction mixture was stirred for 50 min at room temperature. The solvent was removed in vacuo. The residue was dissolved in a saturated aqueous solution of potassium carbonate (200 ml). It was extracted with dichloromethane (3×100 ml). The aqueous phase was saturated with sodium chloride and extracted with dichloromet... The reactants are CC(C)(C)P(c1ccccc1-c1ccccc1)C(C)(C)C, Cc1oc(-c2ccc(Br)cc2)nc1CCOCc1ccccc1, CNc1ccccc1, CC(C)(C)[O-], Cc1ccccc1, [Na+], CC(=O)[O-], CC(=O)[O-], [Pd+2]. Product: Cc1oc(-c2ccc(N(C)c3ccccc3)cc2)nc1CCOCc1ccccc1. Reaction SMILES: [C:24]([P:25]([C:26]([CH3:27])([CH3:28])[CH3:29])[c:30]1[cH:31][cH:32][cH:33][cH:34][c:35]1-[c:36]1[cH:37][cH:38][cH:39][cH:40][cH:41]1)([CH3:42])([CH3:43])[CH3:44].[CH2:1]([c:2]1[cH:3][cH:4][cH:5][cH:6][cH:7]1)[O:8][CH2:9][CH2:10][c:11]1[n:12][c:13](-[c:17]2[cH:18][cH:19][c:20]([Br:23])[cH:21][cH:22]2)[o:14][c:15]1[CH3:16].[CH3:45][NH:46][c:47]1[cH:48][cH:49][cH:50][cH:51][cH:52]1.[CH3:53][C:54]([CH3:55])([O-:56])[CH3:57].[CH3:59][c:60]1[cH:61][cH:62][cH:63][cH:64][cH:65]1.[Na+:58].[O-:67][C:68]([CH3:69])=[O:70].[O-:71][C:72]([CH3:73])=[O:74].[Pd+2:66]>>[CH2:1]([c:2]1[cH:3][cH:4][cH:5][cH:6][cH:7]1)[O:8][CH2:9][CH2:10][c:11]1[n:12][c:13](-[c:17]2[cH:18][cH:19][c:20]([N:46]([CH3:45])[c:47]3[cH:48][cH:49][cH:50][cH:51][cH:52]3)[cH:21][cH:22]2)[o:14][c:15]1[CH3:16]. Reactants: ClC1=NC=NC2=CC=C(C=C12)N1C(=NC=C1)C (4-chloro-6-(2-methylimidazol-1-yl)quinazoline), ClC=1C=C(N)C=CC1F (3-chloro-4-fluoroaniline). The product is ClC=1C=C(NC2=NC=NC3=CC=C(C=C23)N2C(=NC=C2)C)C=CC1F (4-(3-chloro-4-fluoroanilino)-6-(2-methylimidazol-1-yl)quinazoline). Isolated yield 10.0%. RXN SMILES: Cl[C:2]1[C:11]2[C:6](=[CH:7][CH:8]=[C:9]([N:12]3[CH:16]=[CH:15][N:14]=[C:13]3[CH3:17])[CH:10]=2)[N:5]=[CH:4][N:3]=1.[Cl:18][C:19]1[CH:20]=[C:21]([CH:23]=[CH:24][C:25]=1[F:26])[NH2:22]>>[Cl:18][C:19]1[CH:20]=[C:21]([CH:23]=[CH:24][C:25]=1[F:26])[NH:22][C:2]1[C:11]2[C:6](=[CH:7][CH:8]=[C:9]([N:12]3[CH:16]=[CH:15][N:14]=[C:13]3[CH3:17])[CH:10]=2)[N:5]=[CH:4][N:3]=1. Procedure: Using an analogous procedure to that described in Example 4, 4-chloro-6-(2-methylimidazol-1-yl)quinazoline was reacted with 3-chloro-4-fluoroaniline to give 4-(3-chloro-4-fluoroanilino)-6-(2-methylimidazol-1-yl)quinazoline in 10% yield: NMR Spectrum: (CD3SOCD3) 2.4 (s, 3H), 7.0 (d, 1H), 7.4 (m, 2H), 7.6 (m, 1H), 7.95 (d, 2H), 8.2 (m, 1H), 8.6 (s, 1H), 8.7 (s, 1H), 9.7 (broad s, 1H). The reactants are 2-[, CC1(OB(OC1(C)C)C1=CC=C(C(=O)NN)C=C1)C (4-(4,4,5,5-tetramethyl-1,3,2-dioxaborolan-2-yl)-benzohydrazide), C(OCC)(OCC)OCC (triethyl orthoformate). Run in C(C)O (ethanol). Product: CC1(OB(OC1(C)C)C1=CC=C(C=C1)C=1OC=NN1)C (2-[4-(4,4,5,5-Tetramethyl-1,3,2-dioxaborolan-2-yl)phenyl]-1,3,4-oxadiazole). As a reaction SMILES: [CH3:1][C:2]1([CH3:19])[C:6]([CH3:8])([CH3:7])[O:5][B:4]([C:9]2[CH:18]=[CH:17][C:12]([C:13]([NH:15][NH2:16])=[O:14])=[CH:11][CH:10]=2)[O:3]1.[CH:20](OCC)(OCC)OCC>C(O)C>[CH3:8][C:6]1([CH3:7])[C:2]([CH3:19])([CH3:1])[O:3][B:4]([C:9]2[CH:18]=[CH:17][C:12]([C:13]3[O:14][CH:20]=[N:16][N:15]=3)=[CH:11][CH:10]=2)[O:5]1. Procedure: 10 g (38 mmol) of 2-[4-(4,4,5,5-tetramethyl-1,3,2-dioxaborolan-2-yl)-benzohydrazide are dissolved in 30 g (20 mmol) of triethyl orthoformate, and the mixture is heated to reflux. The ethanol formed during the reaction is continuously removed by distillation. After the mixture has cooled, the product crystallizes out, is filtered off and washed with a little ethanol. Yield: 8.7 g (32 mmol, 84%). An analogous procedure is carried out using the compounds of the formula (II) shown in Table 4. Reactants: CCn1ncnc1CO, CC(C)(C)c1cc2nnc(-c3ccccc3F)n2nc1Cl, [H-], [Na+], CN(C)C=O, O. The product is CCn1ncnc1COc1nn2c(-c3ccccc3F)nnc2cc1C(C)(C)C. RXN SMILES: [CH2:1]([CH3:2])[n:3]1[n:4][cH:5][n:6][c:7]1[CH2:8][OH:9].[Cl:10][c:11]1[c:12]([C:27]([CH3:28])([CH3:29])[CH3:30])[cH:13][c:14]2[n:15]([n:16]1)[c:17](-[c:20]1[c:21]([F:26])[cH:22][cH:23][cH:24][cH:25]1)[n:18][n:19]2.[H-:31].[Na+:32].[O:33]=[CH:34][N:35]([CH3:36])[CH3:37].[OH2:38]>>[CH2:1]([CH3:2])[n:3]1[n:4][cH:5][n:6][c:7]1[CH2:8][O:9][c:11]1[c:12]([C:27]([CH3:28])([CH3:29])[CH3:30])[cH:13][c:14]2[n:15]([n:16]1)[c:17](-[c:20]1[c:21]([F:26])[cH:22][cH:23][cH:24][cH:25]1)[n:18][n:19]2. The reactants are C(C)OC(CC1=C(C(=NC=C1Cl)N(CC(C1=NC=CC=C1)(F)F)C(=O)OC(C)(C)C)F)=O (ethyl(2-{(tert-butoxycarbonyl)[2,2-difluoro-2-(2-pyridinyl)ethyl]amino}-5-chloro-3-fluoro-4-pyridinyl)acetate), ClC=1C=C(C(=O)OO)C=CC1 (m-chloroperoxybenzoic acid). Run in CCOC(=O)C (EtOAc), ClCCCl (1,2-dichloroethane). Reaction conditions: time 16 hour. Product: C(C)OC(CC1=C(C(=NC=C1Cl)N(CC(C1=[N+](C=CC=C1)[O-])(F)F)C(=O)OC(C)(C)C)F)=O (Ethyl(2-{(tert-butoxycarbonyl)[2,2-difluoro-2-(1-oxido-2-pyridinyl)ethyl]amino}-5-chloro-3-fluoro-4-pyridinyl)acetate). RXN SMILES: [CH2:1]([O:3][C:4](=[O:32])[CH2:5][C:6]1[C:11]([Cl:12])=[CH:10][N:9]=[C:8]([N:13]([C:24]([O:26][C:27]([CH3:30])([CH3:29])[CH3:28])=[O:25])[CH2:14][C:15]([F:23])([F:22])[C:16]2[CH:21]=[CH:20][CH:19]=[CH:18][N:17]=2)[C:7]=1[F:31])[CH3:2].ClC1C=C(C=CC=1)C(OO)=[O:38]>ClCCCl.CCOC(C)=O>[CH2:1]([O:3][C:4](=[O:32])[CH2:5][C:6]1[C:11]([Cl:12])=[CH:10][N:9]=[C:8]([N:13]([C:24]([O:26][C:27]([CH3:28])([CH3:30])[CH3:29])=[O:25])[CH2:14][C:15]([F:23])([F:22])[C:16]2[CH:21]=[CH:20][CH:19]=[CH:18][N+:17]=2[O-:38])[C:7]=1[F:31])[CH3:2]. Reported procedure: To a solution of 0.8 g (1.7 mmol) ethyl(2-{(tert-butoxycarbonyl)[2,2-difluoro-2-(2-pyridinyl)ethyl]amino}-5-chloro-3-fluoro-4-pyridinyl)acetate 1-6 in 3 mL 1,2-dichloroethane was added 0.44 g (1.8 mmol, 70% by weight) m-chloroperoxybenzoic acid. The reaction mixture was stirred at room temperature 16 h, heated to 60° C. 2 h, cooled, diluted with 300 mL EtOAc, washed with 200 mL 0.1M NaOH, and 200 mL brine. Dried over Na2SO4, filtered, and concentrated. Purification by automated flash chromatogra...